Dataset: the Open Reaction Database (ORD), a public repository of structured organic reaction records. Task: describe an organic reaction: reactants, conditions, products, and yield Reactants: ClC1=CC(=CC=C1)C(=O)OO (3-chloroperbenzoic acid), COC1=CC=C(C=C1)C=1N=C(NC1C1=CC=C(C=C1)OC)SC(CO)C ([4,5-bis(4-methoxyphenyl)]-2-(2-hydroxy-1-methylethylthio)imidazole). Run in C(Cl)(Cl)Cl (chloroform), C(Cl)(Cl)Cl (chloroform). Run at time 8 hour. Yields the product COC1=CC=C(C=C1)C=1N=C(NC1C1=CC=C(C=C1)OC)S(=O)C(CO)C ([4,5-bis(4-methoxyphenyl)]-2-(2-hydroxy-1-methylethylsulfinyl)imidazole). Reaction SMILES: ClC1C=CC=C(C(OO)=[O:9])C=1.[CH3:12][O:13][C:14]1[CH:19]=[CH:18][C:17]([C:20]2[N:21]=[C:22]([S:33][CH:34]([CH3:37])[CH2:35][OH:36])[NH:23][C:24]=2[C:25]2[CH:30]=[CH:29][C:28]([O:31][CH3:32])=[CH:27][CH:26]=2)=[CH:16][CH:15]=1>C(Cl)(Cl)Cl>[CH3:12][O:13][C:14]1[CH:19]=[CH:18][C:17]([C:20]2[N:21]=[C:22]([S:33]([CH:34]([CH3:37])[CH2:35][OH:36])=[O:9])[NH:23][C:24]=2[C:25]2[CH:30]=[CH:29][C:28]([O:31][CH3:32])=[CH:27][CH:26]=2)=[CH:16][CH:15]=1. Reported procedure: At room temperature, a solution of 2.16 g. of 3-chloroperbenzoic acid in 150 ml. of chloroform is added dropwise to a solution of 3.71 g. of [4,5-bis(4-methoxyphenyl)]-2-(2-hydroxy-1-methylethylthio)imidazole in 200 ml. of chloroform. The mixture is stirred overnight at room temperature and washed with saturated sodium bicarbonate solution. The organic solution is dried over sodium sulfate and concentrated under vacuum. The residue is purified by chromatography on 200 g. of silica gel with ethyl... Reactants: NC1=C(C=C(C(=C1C)C)NC(OCCCl)=O)[N+](=O)[O-] (β-chloroethyl 4-amino-5,6-dimethyl-3-nitrophenylcarbamate), [OH-].[Na+] (caustic soda), alcohol, C(C)(=O)O (acetic acid), alcohol. Run in O (water), O (water). Yields the product NC1=C(C=C(NCCO)C(=C1C)C)[N+](=O)[O-] (4-amino-5,6-dimethyl-3-nitro-N-β-hydroxyethylaniline). As a reaction SMILES: [NH2:1][C:2]1[C:7]([CH3:8])=[C:6]([CH3:9])[C:5]([NH:10][C:11](=O)OCCCl)=[CH:4][C:3]=1[N+:17]([O-:19])=[O:18].[OH-].[Na+].[C:22](O)(=[O:24])C>O>[NH2:1][C:2]1[C:7]([CH3:8])=[C:6]([CH3:9])[C:5]([NH:10][CH2:11][CH2:22][OH:24])=[CH:4][C:3]=1[N+:17]([O-:19])=[O:18] |f:1.2|. Procedure details: 0.0417 mole (12 g) of β-chloroethyl 4-amino-5,6-dimethyl-3-nitrophenylcarbamate is suspended in 36 ml of 96° alcohol. A solution of 6.2 g of caustic soda pellets of 97% strength in 15 ml of water is added in small portions with stirring; the reaction mixture is heated to the refluxing temperature of the alcohol. After being heated for 2 hours the reaction mixture is poured into 200 g of iced water and acidified with acetic acid. The reactants are CCC1(C2=C(COC1=O)C(=O)N3CC4=C(C3=C2)N=C5C=CC(=CC5=C4)[N+](=O)[O-])O (10-Nitrocamptothecin). The reagents and catalysts are [Pt]=O (platinum oxide). The solvent is C(C)O (ethanol), O1CCOCC1 (dioxane). Conditions: time 30 minute. Product: CC[C@@]1(C2=C(COC1=O)C(=O)N3CC4=C(C3=C2)N=C5C=CC(=CC5=C4)N)O (10-aminocamptothecin). The yield is 96.2%. RXN SMILES: [CH3:1][CH2:2][C:3]1([OH:29])[C:8](=[O:9])[O:7][CH2:6][C:5]2[C:10]([N:12]3[C:16](=[CH:17][C:4]1=2)[C:15]1[N:18]=[C:19]2[C:24](=[CH:25][C:14]=1[CH2:13]3)[CH:23]=[C:22]([N+:26]([O-])=O)[CH:21]=[CH:20]2)=[O:11]>C(O)C.O1CCOCC1.[Pt]=O>[CH3:1][CH2:2][C@@:3]1([OH:29])[C:8](=[O:9])[O:7][CH2:6][C:5]2[C:10]([N:12]3[C:16](=[CH:17][C:4]1=2)[C:15]1[N:18]=[C:19]2[C:24](=[CH:25][C:14]=1[CH2:13]3)[CH:23]=[C:22]([NH2:26])[CH:21]=[CH:20]2)=[O:11]. Reported procedure: 10-Nitrocamptothecin (108 mg, 0.275 m-mol) is dissolved in ethanol (30 ml) and dioxane (20 ml). To this solution is added platinum oxide (20 mg), and the mixture is subjected to catalytic reduction for 30 minutes at room temperature under normal pressure. The catalyst is removed by filtration and the reaction mixture is evaporated under reduced pressure until dryness whereby 96 mg (yield: 96.2% ) of 10-aminocamptothecin is obtained as a yellowish brown solid. Reported procedure: Indole-6-carboxylic acid (0.60 g, 3.7 mmol) was dissolved in DCM (15 mL) and carbonyl diimidazole (0.63 g, 3.9 mmol) was added and the reaction mixture was refluxed under N2 for 30 min. The mixture was allowed to cool to room temperature before morpholine (0.39 g, 4.5 mmol) was added and the reaction mixture was refluxed for 16 hours. The mixture was allowed to cool to room temperature before it was washed in seqence with HCl (50 mL, 1 N in water), NaOH (50 mL, 1 N in water) and brine (50 mL). T... Run in C(Cl)Cl (DCM). Yields the product N1C=CC2=CC=C(C=C12)C(=O)N1CCOCC1 ((1H-indol-6-yl)-morpholin-4-yl-methanone). Reactants: C(=O)(C=1NC=CN1)C=1NC=CN1 (carbonyl diimidazole), N1C=CC2=CC=C(C=C12)C(=O)O (Indole-6-carboxylic acid), N1CCOCC1 (morpholine). Yield: 86.9%. As a reaction SMILES: [NH:1]1[C:9]2[C:4](=[CH:5][CH:6]=[C:7]([C:10]([OH:12])=O)[CH:8]=2)[CH:3]=[CH:2]1.[C:13](C1NC=CN=1)([C:15]1N[CH:17]=[CH:18][N:19]=1)=[O:14].N1CCOCC1>C(Cl)Cl>[NH:1]1[C:9]2[C:4](=[CH:5][CH:6]=[C:7]([C:10]([N:19]3[CH2:15][CH2:13][O:14][CH2:17][CH2:18]3)=[O:12])[CH:8]=2)[CH:3]=[CH:2]1. Reactants: COC(=O)c1cccc(-c2cccc(NCCNC(=O)OC(C)(C)C)c2)c1, Cl, C1COCCO1. Product: COC(=O)c1cccc(-c2cccc(NCCN)c2)c1. Reaction SMILES: [CH3:1][O:2][C:3](=[O:4])[c:5]1[cH:6][c:7](-[c:11]2[cH:12][c:13]([NH:17][CH2:18][CH2:19][NH:20][C:21]([O:22][C:23]([CH3:24])([CH3:25])[CH3:26])=[O:27])[cH:14][cH:15][cH:16]2)[cH:8][cH:9][cH:10]1.[ClH:28].[O:29]1[CH2:30][CH2:31][O:32][CH2:33][CH2:34]1>>[CH3:1][O:2][C:3](=[O:4])[c:5]1[cH:6][c:7](-[c:11]2[cH:12][c:13]([NH:17][CH2:18][CH2:19][NH2:20])[cH:14][cH:15][cH:16]2)[cH:8][cH:9][cH:10]1. Starting materials: [Br-], Brc1ccc2c(c1)OCCn1c-2nc(I)c1I, CCOCC, C1CCOC1, CC[Mg+], [Cl-], [NH4+]. Yields the product Brc1ccc2c(c1)OCCn1cc(I)nc1-2. RXN SMILES: [Br-:1].[Br:5][c:6]1[cH:7][c:8]2[c:9]([cH:20][cH:21]1)-[c:10]1[n:11]([c:15]([I:19])[c:16]([I:18])[n:17]1)[CH2:12][CH2:13][O:14]2.[CH2:24]([O:25][CH2:26][CH3:27])[CH3:28].[CH2:29]1[O:30][CH2:31][CH2:32][CH2:33]1.[CH2:2]([Mg+:3])[CH3:4].[Cl-:22].[NH4+:23]>>[Br:5][c:6]1[cH:7][c:8]2[c:9]([cH:20][cH:21]1)-[c:10]1[n:11]([cH:15][c:16]([I:18])[n:17]1)[CH2:12][CH2:13][O:14]2.